From a dataset of the Open Reaction Database (ORD), a public repository of structured organic reaction records. describe an organic reaction: reactants, conditions, products, and yield Reactants: CCCCC1CCC(Oc2ccc3cc(C4(C)COC(=O)N4)ccc3c2)CC1, CCO, [Li+], [OH-], O. The product is CCCCC1CCC(Oc2ccc3cc(C(C)(N)CO)ccc3c2)CC1. Reaction SMILES: [CH2:1]([CH2:2][CH2:3][CH3:4])[CH:5]1[CH2:6][CH2:7][CH:8]([O:11][c:12]2[cH:13][c:14]3[cH:15][cH:16][c:17]([C:22]4([CH3:28])[NH:23][C:24](=[O:27])[O:25][CH2:26]4)[cH:18][c:19]3[cH:20][cH:21]2)[CH2:9][CH2:10]1.[CH3:31][CH2:32][OH:33].[Li+:29].[OH-:30].[OH2:34]>>[CH2:1]([CH2:2][CH2:3][CH3:4])[CH:5]1[CH2:6][CH2:7][CH:8]([O:11][c:12]2[cH:13][c:14]3[cH:15][cH:16][c:17]([C:22]([NH2:23])([CH2:26][OH:25])[CH3:28])[cH:18][c:19]3[cH:20][cH:21]2)[CH2:9][CH2:10]1.